Task: describe an organic reaction: reactants, conditions, products, and yield. Dataset: the Open Reaction Database (ORD), a public repository of structured organic reaction records Reactants: CC(C)n1ncnc1-c1cn2c(n1)-c1ccc(C=CS(N)(=O)=O)cc1OCC2, ClCCl, [H][H]. The product is CC(C)n1ncnc1-c1cn2c(n1)-c1ccc(CCS(N)(=O)=O)cc1OCC2. RXN SMILES: [CH:1]([CH3:2])([CH3:3])[n:4]1[n:5][cH:6][n:7][c:8]1-[c:9]1[cH:10][n:11]2[c:17]([n:18]1)-[c:16]1[c:15]([cH:22][c:21]([CH:23]=[CH:24][S:25](=[O:26])(=[O:27])[NH2:28])[cH:20][cH:19]1)[O:14][CH2:13][CH2:12]2.[Cl:31][CH2:32][Cl:33].[H:29][H:30]>>[CH:1]([CH3:2])([CH3:3])[n:4]1[n:5][cH:6][n:7][c:8]1-[c:9]1[cH:10][n:11]2[c:17]([n:18]1)-[c:16]1[c:15]([cH:22][c:21]([CH2:23][CH2:24][S:25](=[O:26])(=[O:27])[NH2:28])[cH:20][cH:19]1)[O:14][CH2:13][CH2:12]2. Product: C(C)OC1=CC2=C(C(=N[C@@H]3CCN(C[C@H]23)C)C2=CC=C(C(=O)N([C@H](COCCCC3=CC=CC=C3)C)C(C)C)C=C2)C=C1OC (4-((4aR,10bS)-9-Ethoxy-8-methoxy-2-methyl-1,2,3,4,4a,10b-hexahydro-benzo [c][1,6]naphthyridin-6-yl)-N-isopropyl-N—[(S)-1-methyl-2-(3-phenyl-propoxy)-ethyl]-benzamide). Reported procedure: Prepared from 4-((4aR,10bS)-9-ethoxy-8-methoxy-2-methyl-1,2,3,4,4a,10b-hexahydro-benzo[c][1,6]naphthyridin-6-yl)benzoic acid and N-isopropyl-N—[(S)-1-methyl-2-(3-phenyl-propoxy)-ethyl]-amine as described for example 1. As a reaction SMILES: [CH2:1]([O:3][C:4]1[C:27]([O:28][CH3:29])=[CH:26][C:7]2[C:8]([C:17]3[CH:25]=[CH:24][C:20]([C:21]([OH:23])=O)=[CH:19][CH:18]=3)=[N:9][C@H:10]3[C@@H:15]([C:6]=2[CH:5]=1)[CH2:14][N:13]([CH3:16])[CH2:12][CH2:11]3)[CH3:2].[CH:30]([NH:33][C@@H:34]([CH3:46])[CH2:35][O:36][CH2:37][CH2:38][CH2:39][C:40]1[CH:45]=[CH:44][CH:43]=[CH:42][CH:41]=1)([CH3:32])[CH3:31]>>[CH2:1]([O:3][C:4]1[C:27]([O:28][CH3:29])=[CH:26][C:7]2[C:8]([C:17]3[CH:18]=[CH:19][C:20]([C:21]([N:33]([CH:30]([CH3:32])[CH3:31])[C@@H:34]([CH3:46])[CH2:35][O:36][CH2:37][CH2:38][CH2:39][C:40]4[CH:41]=[CH:42][CH:43]=[CH:44][CH:45]=4)=[O:23])=[CH:24][CH:25]=3)=[N:9][C@H:10]3[C@@H:15]([C:6]=2[CH:5]=1)[CH2:14][N:13]([CH3:16])[CH2:12][CH2:11]3)[CH3:2]. Starting materials: C(C)OC1=CC2=C(C(=N[C@@H]3CCN(C[C@H]23)C)C2=CC=C(C(=O)O)C=C2)C=C1OC (4-((4aR,10bS)-9-ethoxy-8-methoxy-2-methyl-1,2,3,4,4a,10b-hexahydro-benzo[c][1,6]naphthyridin-6-yl)benzoic acid), C(C)(C)N[C@H](COCCCC1=CC=CC=C1)C (N-isopropyl-N—[(S)-1-methyl-2-(3-phenyl-propoxy)-ethyl]-amine).